From a dataset of the Open Reaction Database (ORD), a public repository of structured organic reaction records. describe an organic reaction: reactants, conditions, products, and yield The reactants are [Al+3], O=C1OC(=O)C2CC12, [Cl-], [Cl-], [Cl-], S=C=S, c1ccc(-c2ccccc2)cc1. The product is O=C(O)C1CC1C(=O)c1ccccc1-c1ccccc1. As a reaction SMILES: [Al+3:22].[CH:13]12[CH:14]([CH2:15]1)[C:16](=[O:17])[O:18][C:19]2=[O:20].[Cl-:21].[Cl-:23].[Cl-:24].[S:25]=[C:26]=[S:27].[cH:1]1[cH:2][cH:3][c:4](-[c:7]2[cH:8][cH:9][cH:10][cH:11][cH:12]2)[cH:5][cH:6]1>>[cH:1]1[cH:2][cH:3][c:4](-[c:7]2[cH:8][cH:9][cH:10][cH:11][c:12]2[C:19]([CH:13]2[CH:14]([C:16](=[O:17])[OH:18])[CH2:15]2)=[O:20])[cH:5][cH:6]1. Product: COc1ccccc1NCN1CCOC1=O. RXN SMILES: [CH3:16][O-:17].[CH3:19][CH2:20][OH:21].[CH3:1][O:2][c:3]1[c:4]([NH2:9])[cH:5][cH:6][cH:7][cH:8]1.[Na+:18].[O:10]1[C:11](=[O:15])[NH:12][CH2:13][CH2:14]1>>[CH3:1][O:2][c:3]1[c:4]([NH:9][CH2:16][N:12]2[C:11](=[O:15])[O:10][CH2:14][CH2:13]2)[cH:5][cH:6][cH:7][cH:8]1. The reactants are C[O-], CCO, COc1ccccc1N, [Na+], O=C1NCCO1. Reactants: Cl (HCl), C1(CCCCC1)N=C=NC1CCCCC1 (dicyclohexylcarbodiimide), ON1N=NC2=C1C=CC=C2 (1-hydroxybenzotriazole), N[C@@H](C)C(=O)N[C@@H](CCCCNC(=O)OCC1=C(Cl)C=CC=C1)C(=O)OCC1=CC=CC=C1 (Ala-Lys(ClZ)-OBzl), N[C@@H](C)C(=O)N[C@@H](CCCCNC(=O)OCC1=C(Cl)C=CC=C1)C(=O)OCC1=CC=CC=C1 (Ala-Lys(ClZ)-OBzl), N1([C@H](C(=O)O)CCC1)C(=O)OC(C)(C)C (Boc-Pro-OH), Cl (HCl). Run in C(Cl)(Cl)Cl.CO (chloroform methanol), O1CCCC1 (tetrahydrofuran), O1CCCC1 (tetrahydrofuran). Conditions: temperature 0 celsius, time 6 hour. The product is N1([C@H](C(=O)N[C@@H](C)C(=O)N[C@@H](CCCCNC(=O)OCC2=C(Cl)C=CC=C2)C(=O)OCC2=CC=CC=C2)CCC1)C(=O)OC(C)(C)C (Boc-Pro-Ala-Lys(ClZ)-OBzl). Isolated yield 98.0%. RXN SMILES: Cl.[NH2:2][C@H:3]([C:5]([NH:7][C@H:8]([C:25]([O:27][CH2:28][C:29]1[CH:34]=[CH:33][CH:32]=[CH:31][CH:30]=1)=[O:26])[CH2:9][CH2:10][CH2:11][CH2:12][NH:13][C:14]([O:16][CH2:17][C:18]1[CH:24]=[CH:23][CH:22]=[CH:21][C:19]=1[Cl:20])=[O:15])=[O:6])[CH3:4].[N:35]1([C:43]([O:45][C:46]([CH3:49])([CH3:48])[CH3:47])=[O:44])[CH2:42][CH2:41][CH2:40][C@H:36]1[C:37](O)=[O:38].ON1C2C=CC=CC=2N=N1.C1(N=C=NC2CCCCC2)CCCCC1>O1CCCC1.C(Cl)(Cl)Cl.CO>[N:35]1([C:43]([O:45][C:46]([CH3:49])([CH3:48])[CH3:47])=[O:44])[CH2:42][CH2:41][CH2:40][C@H:36]1[C:37]([NH:2][C@H:3]([C:5]([NH:7][C@H:8]([C:25]([O:27][CH2:28][C:29]1[CH:34]=[CH:33][CH:32]=[CH:31][CH:30]=1)=[O:26])[CH2:9][CH2:10][CH2:11][CH2:12][NH:13][C:14]([O:16][CH2:17][C:18]1[CH:24]=[CH:23][CH:22]=[CH:21][C:19]=1[Cl:20])=[O:15])=[O:6])[CH3:4])=[O:38] |f:6.7|. Procedure: At 0° C. the solution of 657 mg (1.28 mmol) of HCl.Ala-Lys(ClZ)-OBzl in 5 ml of anhydrous tetrahydrofuran was adjusted to pH 9, to which the pre-cold solution of 280 mg (1.3 mmol) of Boc-Pro-OH, 170 mg (1.26 mmol) of 1-hydroxybenzotriazole and 270 mg (1.31 mmol) of dicyclohexylcarbodiimide in 30 ml of anhydrous tetrahydrofuran was added. The reaction mixture was stirred at 0° C. for 2 h and at room temperature for 6 h and TLC (chloroform/methanol, 20:1) indicated complete disappearance of HCl.Al... Reactants: S=C(c1ncc[nH]1)c1ncc[nH]1, COc1cc2nccc(Oc3ccc4c(N)cccc4c3)c2cc1OC, ClCCl. The product is COc1cc2nccc(Oc3ccc4c(N=C=S)cccc4c3)c2cc1OC. Reaction SMILES: [C:1](=[S:2])([c:3]1[nH:4][cH:5][cH:6][n:7]1)[c:8]1[nH:9][cH:10][cH:11][n:12]1.[CH3:13][O:14][c:15]1[cH:16][c:17]2[c:18]([O:27][c:28]3[cH:29][c:30]4[cH:31][cH:32][cH:33][c:34]([NH2:38])[c:35]4[cH:36][cH:37]3)[cH:19][cH:20][n:21][c:22]2[cH:23][c:24]1[O:25][CH3:26].[Cl:39][CH2:40][Cl:41]>>[C:1](=[S:2])=[N:38][c:34]1[cH:33][cH:32][cH:31][c:30]2[cH:29][c:28]([O:27][c:18]3[c:17]4[cH:16][c:15]([O:14][CH3:13])[c:24]([O:25][CH3:26])[cH:23][c:22]4[n:21][cH:20][cH:19]3)[cH:37][cH:36][c:35]21. Reactants: N1C=CC2=C1N=CC=C2C=O (1H-pyrrolo[2,3-b]pyridine-4-carbaldehyde), II (iodine), [I-].[Na+] (sodium iodide), [OH-].[Na+] (NaOH), [H-].[Na+] (sodium hydride), S(=O)(=O)(C1=CC=C(C)C=C1)Cl (tosyl chloride). Solvent: O (water), CCO (EtOH), CCOC(=O)C (EtOAc). Run at time 4 hour. The product is IC1=CN(C=2N=CC=C(C21)C=O)S(=O)(=O)C2=CC=C(C)C=C2 (3-Iodo-1-tosyl-1H-pyrrolo[2,3-b]pyridine-4-carbaldehyde). The yield is 59.6%. RXN SMILES: [NH:1]1[C:5]2[N:6]=[CH:7][CH:8]=[C:9]([CH:10]=[O:11])[C:4]=2[CH:3]=[CH:2]1.[I:12]I.[I-].[Na+].[OH-].[Na+].[H-].[Na+].[S:20](Cl)([C:23]1[CH:29]=[CH:28][C:26]([CH3:27])=[CH:25][CH:24]=1)(=[O:22])=[O:21]>CCO.O.CCOC(C)=O>[I:12][C:3]1[C:4]2[C:9]([CH:10]=[O:11])=[CH:8][CH:7]=[N:6][C:5]=2[N:1]([S:20]([C:23]2[CH:29]=[CH:28][C:26]([CH3:27])=[CH:25][CH:24]=2)(=[O:22])=[O:21])[CH:2]=1 |f:2.3,4.5,6.7|. Reported procedure: To a solution of 1H-pyrrolo[2,3-b]pyridine-4-carbaldehyde (2.0 g, 13.7 mmol) in EtOH (40 mL) was added iodine (4.17 g, 16.4 mmol), sodium iodide (2.46 g, 16.4 mmol), and aqueous NaOH (1N, 16 mL). After stirring for 4 h at room temperature, the reaction mixture was diluted with water (200 mL), and the orange precipitate was collected by filtration and dried under vacuum. The solid was dissolved in DMF (20 mL); sodium hydride (60%, 660 mg, 16.4 mmol) was slowly added, and after stirring the deep r... As a reaction SMILES: Br[C:2]1[CH:11]=[CH:10][C:5]([C:6]([O:8][CH3:9])=[O:7])=[CH:4][C:3]=1[O:12][CH3:13].CC1(C)C(C)(C)OB([C:22]2[CH:23]=[N:24][N:25](C(OC(C)(C)C)=O)[CH:26]=2)O1.P([O-])([O-])([O-])=O.[K+].[K+].[K+]>O1CCOCC1.O.CCOC(C)=O.C1C=CC(P(C2C=CC=CC=2)[C-]2C=CC=C2)=CC=1.C1C=CC(P(C2C=CC=CC=2)[C-]2C=CC=C2)=CC=1.Cl[Pd]Cl.[Fe+2]>[CH3:13][O:12][C:3]1[CH:4]=[C:5]([CH:10]=[CH:11][C:2]=1[C:22]1[CH:23]=[N:24][NH:25][CH:26]=1)[C:6]([O:8][CH3:9])=[O:7] |f:2.3.4.5,9.10.11.12|. Run at temperature 100 celsius, time 3 hour. Procedure: To a solution of methyl 4-bromo-3-methoxybenzoate (1.32 g, 5.39 mmol) in dioxane (30 mL) and water (5 mL) were added tert-butyl 4-(4,4,5,5-tetramethyl-1,3,2-dioxaborolan-2-yl)-1H-pyrazole-1-carboxylate (1.901 g, 6.46 mmol), potassium phosphate (2.86 g, 13.47 mmol) and PdCl2(dppf) (0.197 g, 0.269 mmol) at RT. The reaction was stirred under argon at 100° C. for 3 hrs. The reaction mixture was diluted with EtOAc, washed with H2O. The organic phase was dried over sodium sulfate, filtered and concent... Reagents/catalysts: C1=CC=C(C=C1)P([C-]2C=CC=C2)C3=CC=CC=C3.C1=CC=C(C=C1)P([C-]2C=CC=C2)C3=CC=CC=C3.Cl[Pd]Cl.[Fe+2] (PdCl2(dppf)). Isolated yield 69.0%. Reactants: BrC1=C(C=C(C(=O)OC)C=C1)OC (methyl 4-bromo-3-methoxybenzoate), CC1(OB(OC1(C)C)C=1C=NN(C1)C(=O)OC(C)(C)C)C (tert-butyl 4-(4,4,5,5-tetramethyl-1,3,2-dioxaborolan-2-yl)-1H-pyrazole-1-carboxylate), P(=O)([O-])([O-])[O-].[K+].[K+].[K+] (potassium phosphate). Solvent: O1CCOCC1 (dioxane), O (water), CCOC(=O)C (EtOAc). Product: COC=1C=C(C(=O)OC)C=CC1C=1C=NNC1 (methyl 3-methoxy-4-(1H-pyrazol-4-yl)benzoate), solid.